From a dataset of the Open Reaction Database (ORD), a public repository of structured organic reaction records. describe an organic reaction: reactants, conditions, products, and yield The reactants are ClC=1C=C(C=CC1Cl)C=1N=C(SC1)CS(=O)(=O)NC(C(=O)OCC)=O (Ethyl N-[[4-(3,4-dichlorophenyl)thiazol-2-yl]methanesulfonyl]-oxamate), CC(C)([O-])C.[K+] (potassium tert-butoxide), congo red. Solvent: O (water), CN(C=O)C (dimethylformamide). Reaction conditions: time 24 hour. The product is ClC=1C=C(C=CC1Cl)C=1N=C(SC1)C1=C(C(NS1(=O)=O)=O)O (5-[4-(3,4-Dichlorophenyl)thiazol-2-yl]-4-hydroxy-3(2H)-isothiazolone-1,1-dioxide). RXN SMILES: [Cl:1][C:2]1[CH:3]=[C:4]([C:9]2[N:10]=[C:11]([CH2:14][S:15]([NH:18][C:19](=[O:25])[C:20](OCC)=[O:21])(=[O:17])=[O:16])[S:12][CH:13]=2)[CH:5]=[CH:6][C:7]=1[Cl:8].CC(C)([O-])C.[K+]>CN(C)C=O.O>[Cl:1][C:2]1[CH:3]=[C:4]([C:9]2[N:10]=[C:11]([C:14]3[S:15](=[O:17])(=[O:16])[NH:18][C:19](=[O:25])[C:20]=3[OH:21])[S:12][CH:13]=2)[CH:5]=[CH:6][C:7]=1[Cl:8] |f:1.2|. Reported procedure: To a solution of the 2-thiazolylmethyl substituted oxamate intermediate prepared in Step B above (1.0 g., 0.0024 mol) in dimethylformamide (5 ml) was added potassium tert-butoxide (0.55 g, 0.0048 ml) in several portions over 15 minutes. The mixture was stirred at room temperature for 24 hours. After diluting with water (30 ml) and acidifying to congo red indicator paper, a yellow gum (1.1 g.) was obtained. Recrystallization was achieved by dissolving in boiling ether (500 ml), filtering, concent... The reactants are C([O-])([O-])=O.[Cs+].[Cs+] (caesium carbonate), N1=CC=CC2=CC=C3C=CC=NC3=C12 (1,10-phenanthroline), BrC1=CC=C(C=C1)I (1-bromo-4-iodobenzene), C(C)N1CC(CCC1)O (N-ethyl-3-hydroxypiperidine). The reagents and catalysts are [Cu]I (CuI). Run in C1(=CC=CC=C1)C (toluene), O (water), CCOC(=O)C (EtOAc). Run at temperature 110 celsius, time 36 hour. Product: BrC1=CC=C(OC2CN(CCC2)CC)C=C1 (3-(4-bromo-phenoxy)-1-ethyl-piperidine). Reaction SMILES: C(=O)([O-])[O-].[Cs+].[Cs+].N1C2C(=CC=C3C=2N=CC=C3)C=CC=1.[Br:21][C:22]1[CH:27]=[CH:26][C:25](I)=[CH:24][CH:23]=1.[CH2:29]([N:31]1[CH2:36][CH2:35][CH2:34][CH:33]([OH:37])[CH2:32]1)[CH3:30]>C1(C)C=CC=CC=1.[Cu]I.CCOC(C)=O.O>[Br:21][C:22]1[CH:27]=[CH:26][C:25]([O:37][CH:33]2[CH2:34][CH2:35][CH2:36][N:31]([CH2:29][CH3:30])[CH2:32]2)=[CH:24][CH:23]=1 |f:0.1.2|. Procedure: 652 mg (2.00 mmol) caesium carbonate, 36 mg (0.20 mmol) 1,10-phenanthroline and 19 mg (0.10 mmol) CuI are added to a solution of 289 mg (1.00 mmol) 1-bromo-4-iodobenzene and 0.27 mL (2.00 mmol) N-ethyl-3-hydroxypiperidine in 1.0 mL toluene. The reaction mixture is stirred for 36 h at 110° C. and then combined with 10 mL water and 10 mL EtOAc. After filtration the aqueous phase is extracted with 10 mL EtOAc and the combined organic extracts are washed with saturated NaCl solution and dried over N... The product is C(C(O)C)(=O)[O-].[Ca+2].C(C(O)C)(=O)[O-] (calcium lactate). Solvent: O (water). Reported procedure: External skeletons of Hemicentrotus pulcherrimus, from which ovaries had been already extracted, were washed with water and dried spontaneously, and then baked in a baking furnace at about 1,100° C. for one hour to give calcium oxide, which was fully hydrated and converted into calcium hydroxide. 1,000 g of thus obtained calcium hydroxide was dissolved in 10 liter of water, about 5,000 g of 50% L-lactic acid was added and reacted at a temperature of 75° C. for 15 min to produce calcium lactate f... Reactants: [OH-].[Ca+2].[OH-] (calcium hydroxide), [OH-].[Ca+2].[OH-] (calcium hydroxide), C([C@@H](O)C)(=O)O (L-lactic acid). RXN SMILES: [OH-].[Ca+2:2].[OH-].[C:4]([OH:9])(=[O:8])[C@H:5]([CH3:7])[OH:6]>O>[C:4]([O-:9])(=[O:8])[CH:5]([CH3:7])[OH:6].[Ca+2:2].[C:4]([O-:9])(=[O:8])[CH:5]([CH3:7])[OH:6] |f:0.1.2,5.6.7|.